Dataset: the Open Reaction Database (ORD), a public repository of structured organic reaction records. Task: describe an organic reaction: reactants, conditions, products, and yield Starting materials: O=C([O-])[O-], CCOC(=O)Cc1ccc(OC)c(B2OC(C)(C)C(C)(C)O2)c1, COCCOC, CCN(Cc1cc(C)cnc1Cl)C(=O)C1CC1, [K+], [K+], O, c1ccc(P(c2ccccc2)(c2ccccc2)[Pd](P(c2ccccc2)(c2ccccc2)c2ccccc2)(P(c2ccccc2)(c2ccccc2)c2ccccc2)P(c2ccccc2)(c2ccccc2)c2ccccc2)cc1. Yields the product CCOC(=O)Cc1ccc(OC)c(-c2ncc(C)cc2CN(CC)C(=O)C2CC2)c1. RXN SMILES: [C:41](=[O:42])([O-:43])[O-:44].[CH2:18]([CH3:19])[O:20][C:21]([CH2:22][c:23]1[cH:24][c:25]([B:31]2[O:32][C:33]([CH3:34])([CH3:35])[C:36]([CH3:37])([CH3:38])[O:39]2)[c:26]([O:29][CH3:30])[cH:27][cH:28]1)=[O:40].[CH3:47][O:48][CH2:49][CH2:50][O:51][CH3:52].[Cl:1][c:2]1[n:3][cH:4][c:5]([CH3:17])[cH:6][c:7]1[CH2:8][N:9]([C:10](=[O:11])[CH:12]1[CH2:13][CH2:14]1)[CH2:15][CH3:16].[K+:45].[K+:46].[OH2:53].[cH:54]1[cH:55][cH:56][c:57]([P:58]([Pd:59]([P:60]([c:61]2[cH:62][cH:63][cH:64][cH:65][cH:66]2)([c:67]2[cH:68][cH:69][cH:70][cH:71][cH:72]2)[c:73]2[cH:74][cH:75][cH:76][cH:77][cH:78]2)([P:79]([c:80]2[cH:81][cH:82][cH:83][cH:84][cH:85]2)([c:86]2[cH:87][cH:88][cH:89][cH:90][cH:91]2)[c:92]2[cH:93][cH:94][cH:95][cH:96][cH:97]2)[P:98]([c:99]2[cH:100][cH:101][cH:102][cH:103][cH:104]2)([c:105]2[cH:106][cH:107][cH:108][cH:109][cH:110]2)[c:111]2[cH:112][cH:113][cH:114][cH:115][cH:116]2)([c:117]2[cH:118][cH:119][cH:120][cH:121][cH:122]2)[c:123]2[cH:124][cH:125][cH:126][cH:127][cH:128]2)[cH:129][cH:130]1>>[c:2]1(-[c:25]2[cH:24][c:23]([CH2:22][C:21]([O:20][CH2:18][CH3:19])=[O:40])[cH:28][cH:27][c:26]2[O:29][CH3:30])[n:3][cH:4][c:5]([CH3:17])[cH:6][c:7]1[CH2:8][N:9]([C:10](=[O:11])[CH:12]1[CH2:13][CH2:14]1)[CH2:15][CH3:16]. Starting materials: C(C1=CC=CC=C1)N1CCC2(CC1)OC1=C(C2)C=C(C=C1)C(F)(F)F (1′-benzyl-5-(trifluoromethyl)-3H-spiro[1-benzofuran-2,4′-piperidin]), C(C)OC(=O)Cl (ethylchloroformate). Run in C1(=CC=CC=C1)C (toluene), C1(=CC=CC=C1)C (toluene). Yields the product FC(C=1C=CC2=C(CC3(CCNCC3)O2)C1)(F)F (5-(Trifluoromethyl)-3H-spiro[1-benzofuran-2,4′-piperidine]). Isolated yield 75.2%. RXN SMILES: C([N:8]1[CH2:13][CH2:12][C:11]2([CH2:17][C:16]3[CH:18]=[C:19]([C:22]([F:25])([F:24])[F:23])[CH:20]=[CH:21][C:15]=3[O:14]2)[CH2:10][CH2:9]1)C1C=CC=CC=1.C(OC(Cl)=O)C>C1(C)C=CC=CC=1>[F:25][C:22]([F:23])([F:24])[C:19]1[CH:20]=[CH:21][C:15]2[O:14][C:11]3([CH2:10][CH2:9][NH:8][CH2:13][CH2:12]3)[CH2:17][C:16]=2[CH:18]=1. Reported procedure: To a solution of 1′-benzyl-5-(trifluoromethyl)-3H-spiro[1-benzofuran-2,4′-piperidin] (280 mg, 0.806 mmol) in toluene (3 mL) was added ethylchloroformate (0.093 mL, 0.967 mmol) and the reaction mixture was stirred at reflux temperature overnight, cooled to room temperature, diluted by addition of toluene and washed with aqueous NaHCO3 and water successively. The organic layer was dried over Na2SO4, filtered and concentrated. The residue was dissolved in ethanol ((4 mL), aqueous KOH (1.14 g KOH in... Starting materials: [Li]C(C)CC, CCN(CC)C(=O)c1ccccc1C(C)C, N, O=S=O, C1CCOC1. The product is CCN(CC)C(=O)c1c(C(C)C)cccc1S(N)(=O)=O. RXN SMILES: [CH:1]([Li:2])([CH2:3][CH3:4])[CH3:5].[CH:6]([CH3:7])([CH3:8])[c:9]1[c:10]([C:11](=[O:12])[N:13]([CH2:14][CH3:15])[CH2:16][CH3:17])[cH:18][cH:19][cH:20][cH:21]1.[NH3:25].[O:22]=[S:23]=[O:24].[O:26]1[CH2:27][CH2:28][CH2:29][CH2:30]1>>[CH:6]([CH3:7])([CH3:8])[c:9]1[c:10]([C:11](=[O:12])[N:13]([CH2:14][CH3:15])[CH2:16][CH3:17])[c:18]([S:23](=[O:22])(=[O:24])[NH2:25])[cH:19][cH:20][cH:21]1. The reactants are NN=CC1=CC=C(C=C1)NC(CCC(=O)NC(CC(=O)OCC)C1CC1)=O (Ethyl β-[[4-[[4-(aminoimino-methyl)phenyl]amino]-1,4-dioxobutyl]amino]cyclopropanepropanoate). The solvent is (NH4)2SO4, P(=O)([O-])([O-])[O-] (phosphate). Reaction conditions: time 20 hour. The product is NN=CC1=CC=C(C=C1)NC(CCC(=O)NC(CC(=O)O)C1CC1)=O (β-[[4-[[4-(Aminoiminomethyl)phenyl]amino]-1,4-dioxobutyl]amino]cyclopropanepropanoic acid). The yield is 83.0%. As a reaction SMILES: [NH2:1][N:2]=[CH:3][C:4]1[CH:9]=[CH:8][C:7]([NH:10][C:11](=[O:27])[CH2:12][CH2:13][C:14]([NH:16][CH:17]([CH:24]2[CH2:26][CH2:25]2)[CH2:18][C:19]([O:21]CC)=[O:20])=[O:15])=[CH:6][CH:5]=1>P([O-])([O-])([O-])=O>[NH2:1][N:2]=[CH:3][C:4]1[CH:9]=[CH:8][C:7]([NH:10][C:11](=[O:27])[CH2:12][CH2:13][C:14]([NH:16][CH:17]([CH:24]2[CH2:26][CH2:25]2)[CH2:18][C:19]([OH:21])=[O:20])=[O:15])=[CH:6][CH:5]=1. Procedure details: Porcine liver esterase (200 μL, Sigma, 11 mg/mL in 3.2 M (NH4)2SO4 at pH=8) was added to the final product of Example 28 in 20 mL of 0.1M phosphate buffer (pH=7.4). After 20 h at 23° C., the reaction mixture was concentrated in vacuo. The residue was dissolved in 1N HCl (3 mL) and subsequently diluted with acetonitrile (5 mL) followed by immediate purification by reverse phase HPLC using the conditions of Example 1 to afford 23.0 mg (83%) of the title compound. The product was verified by 13C NM... Starting materials: BrC1=C(N=C(S1)CBr)C1=CC=C(C=C1)OC (5-Bromo-2-bromomethyl-4-(4-methoxy-phenyl)-thiazole), FC1=C(C(=O)N)C(=CC=C1O)F (2,6-Difluoro-3-hydroxy-benzamide), C([O-])([O-])=O.[K+].[K+] (potassium carbonate). Solvent: CN(C)C=O (DMF). Run at temperature 25 celsius, time 24 hour. Product: BrC1=C(N=C(S1)COC=1C(=C(C(=O)N)C(=CC1)F)F)C1=CC=C(C=C1)OC (3-[5-Bromo-4-(4-methoxy-phenyl)-thiazol-2-ylmethoxy]-2,6-difluoro-benzamide). Yield: 48.1%. As a reaction SMILES: [Br:1][C:2]1[S:6][C:5]([CH2:7]Br)=[N:4][C:3]=1[C:9]1[CH:14]=[CH:13][C:12]([O:15][CH3:16])=[CH:11][CH:10]=1.[F:17][C:18]1[C:26]([OH:27])=[CH:25][CH:24]=[C:23]([F:28])[C:19]=1[C:20]([NH2:22])=[O:21].C(=O)([O-])[O-].[K+].[K+]>CN(C=O)C>[Br:1][C:2]1[S:6][C:5]([CH2:7][O:27][C:26]2[C:18]([F:17])=[C:19]([C:23]([F:28])=[CH:24][CH:25]=2)[C:20]([NH2:22])=[O:21])=[N:4][C:3]=1[C:9]1[CH:14]=[CH:13][C:12]([O:15][CH3:16])=[CH:11][CH:10]=1 |f:2.3.4|. Procedure details: To a solution of 5-Bromo-2-bromomethyl-4-(4-methoxy-phenyl)-thiazole (0.50 g, 1.37 mmol) in 5 ml of anhydrous DMF was added 2,6-Difluoro-3-hydroxy-benzamide (0.23 g, 1.37 mmol) and potassium carbonate (0.75 g, 5.43 mmol). The reaction mixture was stirred at 25° C. for 24 h under nitrogen atmosphere. The reaction mixture was evaporated to dryness under reduced pressure and the residue was purified by column chromatography on silica (60-120 M) using ethyl acetate/hexane (30:70) as the eluent to pr... The reactants are C=CC1=CC=CC=C1 (styrene), C1(=CC=CC=C1)N1C(C=CC1=O)=O (N-phenylmaleimide), C(C=C)#N (acrylonitrile), C=CC1=CC=CC=C1 (styrene), C1(=CC=CC=C1)N1C(C=CC1=O)=O (N-phenylmaleimide), C(C=C)#N (acrylonitrile). The solvent is CN(C=O)C (dimethylformamide). The product is C=CC1=CC=CC=C1.C1(=CC=CC=C1)N1C(C=CC1=O)=O.C(C=C)#N (Styrene N-phenylmaleimide acrylonitrile). RXN SMILES: [CH2:1]=[CH:2][C:3]1[CH:8]=[CH:7][CH:6]=[CH:5][CH:4]=1.[C:9]1([N:15]2[C:19](=[O:20])[CH:18]=[CH:17][C:16]2=[O:21])[CH:14]=[CH:13][CH:12]=[CH:11][CH:10]=1.[C:22](#[N:25])[CH:23]=[CH2:24]>CN(C)C=O>[CH2:1]=[CH:2][C:3]1[CH:8]=[CH:7][CH:6]=[CH:5][CH:4]=1.[C:9]1([N:15]2[C:19](=[O:20])[CH:18]=[CH:17][C:16]2=[O:21])[CH:10]=[CH:11][CH:12]=[CH:13][CH:14]=1.[C:22](#[N:25])[CH:23]=[CH2:24] |f:4.5.6|. Procedure: According to a conventional emulsion polymerization procedure, styrene, N-phenylmaleimide and acrylonitrile were polymerized to give a copolymer comprising 67% of styrene, 10% of N-phenylmaleimide and 23% of acrylonitrile and having an intrinsic viscosity of 0.63 (30° C., dimethylformamide).